Dataset: the Open Reaction Database (ORD), a public repository of structured organic reaction records. Task: describe an organic reaction: reactants, conditions, products, and yield Starting materials: C=1(C(=CC=CC1)C(=O)O)\C=C/C=1C(=CC=CC1)C(=O)O ((Z)-stilbene-2,2'-dicarboxylic acid), CO[C@@H]1[C@@H]([C@H]([C@@H]([C@H](O1)COS(=O)(=O)[O-])O[C@H]2[C@@H]([C@H]([C@@H]([C@@H](O2)C(=O)O)O[C@@H]3[C@@H]([C@H]([C@@H]([C@H](O3)COS(=O)(=O)[O-])O[C@H]4[C@@H]([C@H]([C@@H]([C@H](O4)C(=O)O)O[C@@H]5[C@@H]([C@H]([C@@H]([C@H](O5)COS(=O)(=O)[O-])O)O)NS(=O)(=O)[O-])O)O)OS(=O)(=O)[O-])NS(=O)(=O)[O-])O)OS(=O)(=O)[O-])O)NS(=O)(=O)[O-].[Na+].[Na+].[Na+].[Na+].[Na+].[Na+].[Na+].[Na+].[Na+].[Na+] (decasodium salt). The solvent is O (water). Yields the product C(CC1=C(C(=O)O)C=CC=C1)C1=C(C(=O)O)C=CC=C1 (2,2'-ethylenedibenzoic acid), CO[C@@H]1[C@@H]([C@H]([C@@H]([C@H](O1)COS(=O)(=O)[O-])O[C@H]2[C@@H]([C@H]([C@@H]([C@@H](O2)C(=O)O)O[C@@H]3[C@@H]([C@H]([C@@H]([C@H](O3)COS(=O)(=O)[O-])O[C@H]4[C@@H]([C@H]([C@@H]([C@H](O4)C(=O)O)O[C@@H]5[C@@H]([C@H]([C@@H]([C@H](O5)COS(=O)(=O)[O-])O)O)NS(=O)(=O)[O-])O)O)OS(=O)(=O)[O-])NS(=O)(=O)[O-])O)OS(=O)(=O)[O-])O)NS(=O)(=O)[O-].[Na+].[Na+].[Na+].[Na+].[Na+].[Na+].[Na+].[Na+].[Na+].[Na+] (decasodium salt). Reaction SMILES: [C:1]1(/[CH:10]=[CH:11]\[C:12]2[C:13]([C:18]([OH:20])=[O:19])=[CH:14][CH:15]=[CH:16][CH:17]=2)[C:2]([C:7]([OH:9])=[O:8])=[CH:3][CH:4]=[CH:5][CH:6]=1.[CH3:21][O:22][C@H:23]1[O:28][C@H:27]([CH2:29][O:30][S:31]([O-:34])(=[O:33])=[O:32])[C@@H:26]([O:35][C@@H:36]2[O:41][C@@H:40]([C:42]([OH:44])=[O:43])[C@@H:39]([O:45][C@H:46]3[O:51][C@H:50]([CH2:52][O:53][S:54]([O-:57])(=[O:56])=[O:55])[C@@H:49]([O:58][C@@H:59]4[O:64][C@H:63]([C:65]([OH:67])=[O:66])[C@@H:62]([O:68][C@H:69]5[O:74][C@H:73]([CH2:75][O:76][S:77]([O-:80])(=[O:79])=[O:78])[C@@H:72]([OH:81])[C@H:71]([OH:82])[C@H:70]5[NH:83][S:84]([O-:87])(=[O:86])=[O:85])[C@H:61]([OH:88])[C@H:60]4[OH:89])[C@H:48]([O:90][S:91]([O-:94])(=[O:93])=[O:92])[C@H:47]3[NH:95][S:96]([O-:99])(=[O:98])=[O:97])[C@H:38]([OH:100])[C@H:37]2[O:101][S:102]([O-:105])(=[O:104])=[O:103])[C@H:25]([OH:106])[C@H:24]1[NH:107][S:108]([O-:111])(=[O:110])=[O:109].[Na+:112].[Na+].[Na+].[Na+].[Na+].[Na+].[Na+].[Na+].[Na+].[Na+]>O>[CH2:11]([C:12]1[CH:17]=[CH:16][CH:15]=[CH:14][C:13]=1[C:18]([OH:20])=[O:19])[CH2:10][C:1]1[CH:6]=[CH:5][CH:4]=[CH:3][C:2]=1[C:7]([OH:9])=[O:8].[CH3:21][O:22][C@H:23]1[O:28][C@H:27]([CH2:29][O:30][S:31]([O-:34])(=[O:32])=[O:33])[C@@H:26]([O:35][C@@H:36]2[O:41][C@@H:40]([C:42]([OH:44])=[O:43])[C@@H:39]([O:45][C@H:46]3[O:51][C@H:50]([CH2:52][O:53][S:54]([O-:57])(=[O:56])=[O:55])[C@@H:49]([O:58][C@@H:59]4[O:64][C@H:63]([C:65]([OH:67])=[O:66])[C@@H:62]([O:68][C@H:69]5[O:74][C@H:73]([CH2:75][O:76][S:77]([O-:80])(=[O:78])=[O:79])[C@@H:72]([OH:81])[C@H:71]([OH:82])[C@H:70]5[NH:83][S:84]([O-:87])(=[O:85])=[O:86])[C@H:61]([OH:88])[C@H:60]4[OH:89])[C@H:48]([O:90][S:91]([O-:94])(=[O:93])=[O:92])[C@H:47]3[NH:95][S:96]([O-:99])(=[O:98])=[O:97])[C@H:38]([OH:100])[C@H:37]2[O:101][S:102]([O-:105])(=[O:104])=[O:103])[C@H:25]([OH:106])[C@H:24]1[NH:107][S:108]([O-:111])(=[O:110])=[O:109].[Na+:112].[Na+:112].[Na+:112].[Na+:112].[Na+:112].[Na+:112].[Na+:112].[Na+:112].[Na+:112].[Na+:112] |f:1.2.3.4.5.6.7.8.9.10.11,14.15.16.17.18.19.20.21.22.23.24|. Procedure details: Hydrogenation of (Z)-stilbene-2,2'-dicarboxylic acid bis-(2,3,4,5,6-penta-O-sulfo-D-glucit-1-ylamide) decasodium salt (see Example 76) as described under Example 10 gave 2,2'-ethylenedibenzoic acid bis-(2,3,4,5,6-penta-O-sulfo-D-glucit-1-ylamide) decasodium salt, [α]D20 -11.0° (c 0.5; water), MS: m/z 1617.2 (reconstructed M). The reactants are O=C([O-])[O-], CI, CN(C)C=O, [K+], [K+], O, CCCc1ccc(C=O)c(O)c1. Yields the product CCCc1ccc(C=O)c(OC)c1. RXN SMILES: [C:1](=[O:2])([O-:3])[O-:4].[CH3:7][I:8].[CH3:9][N:10]([CH3:11])[CH:12]=[O:13].[K+:5].[K+:6].[OH2:26].[OH:14][c:15]1[c:16]([CH:17]=[O:18])[cH:19][cH:20][c:21]([CH2:23][CH2:24][CH3:25])[cH:22]1>>[CH3:1][O:14][c:15]1[c:16]([CH:17]=[O:18])[cH:19][cH:20][c:21]([CH2:23][CH2:24][CH3:25])[cH:22]1.